Dataset: the Open Reaction Database (ORD), a public repository of structured organic reaction records. Task: describe an organic reaction: reactants, conditions, products, and yield Starting materials: COC(=O)c1cccc2oc(N3C(C)CNCC3C)nc12, [I-], [Li+], c1ccncc1. Yields the product CC1CNCC(C)N1c1nc2c(C(=O)[O-])cccc2o1, [Li+]. As a reaction SMILES: [CH3:3][CH:4]1[N:5]([c:11]2[o:12][c:13]3[c:14]([n:15]2)[c:16]([C:20](=[O:21])[O:22][CH3:23])[cH:17][cH:18][cH:19]3)[CH:6]([CH3:10])[CH2:7][NH:8][CH2:9]1.[I-:1].[Li+:2].[cH:24]1[cH:25][cH:26][n:27][cH:28][cH:29]1>>[CH3:3][CH:4]1[N:5]([c:11]2[o:12][c:13]3[c:14]([n:15]2)[c:16]([C:20](=[O:21])[O-:22])[cH:17][cH:18][cH:19]3)[CH:6]([CH3:10])[CH2:7][NH:8][CH2:9]1.[Li+:2]. Starting materials: CC(=O)O[BH-](OC(C)=O)OC(C)=O, O=C([O-])O, CCc1ccc(C=O)cc1, CC(=O)O, ClC(Cl)Cl, NC1CCN(CCn2c(=O)cnc3ccc(F)cc32)CC1, [Na+], [Na+]. Product: CCc1ccc(CNC2CCN(CCn3c(=O)cnc4ccc(F)cc43)CC2)cc1. RXN SMILES: [C:32]([O:33][BH-:34]([O:35][C:36](=[O:37])[CH3:38])[O:39][C:40](=[O:41])[CH3:42])(=[O:43])[CH3:44].[C:46](=[O:47])([O-:48])[OH:49].[CH2:22]([CH3:23])[c:24]1[cH:25][cH:26][c:27]([CH:28]=[O:29])[cH:30][cH:31]1.[CH3:51][C:52](=[O:53])[OH:54].[CH:55]([Cl:56])([Cl:57])[Cl:58].[NH2:1][CH:2]1[CH2:3][CH2:4][N:5]([CH2:8][CH2:9][n:10]2[c:11](=[O:21])[cH:12][n:13][c:14]3[cH:15][cH:16][c:17]([F:20])[cH:18][c:19]23)[CH2:6][CH2:7]1.[Na+:45].[Na+:50]>>[NH:1]([CH:2]1[CH2:3][CH2:4][N:5]([CH2:8][CH2:9][n:10]2[c:11](=[O:21])[cH:12][n:13][c:14]3[cH:15][cH:16][c:17]([F:20])[cH:18][c:19]23)[CH2:6][CH2:7]1)[CH2:28][c:27]1[cH:26][cH:25][c:24]([CH2:22][CH3:23])[cH:31][cH:30]1. Procedure details: To 1-benzyl-3-methyl-4-piperidone (2.0 g, 9.8 mmol) in THF at about −78° C. under argon, was added Lithium diisopropylamide (7.35 mL, 14.7 mmol, 2 M in heptane/THF/ethylbenzene). After stirring for about 1 hour at about −78° C., iodomethane (0.73 mL, 11.8 mmol) was added. The reaction mixture was stirred for about 1 hour at about −78° C., then warmed to room temperature. Stirring was continued overnight at room temperature. The reaction was quenched with saturated ammonium chloride solution, and... The solvent is C1CCOC1 (THF). Run at temperature -78 celsius, time 1 hour. RXN SMILES: [CH2:1]([N:8]1[CH2:13][CH2:12][C:11](=[O:14])[CH:10]([CH3:15])[CH2:9]1)[C:2]1[CH:7]=[CH:6][CH:5]=[CH:4][CH:3]=1.[CH:16]([N-]C(C)C)(C)C.[Li+].IC>C1COCC1>[CH2:1]([N:8]1[CH2:13][CH:12]([CH3:16])[C:11](=[O:14])[CH:10]([CH3:15])[CH2:9]1)[C:2]1[CH:3]=[CH:4][CH:5]=[CH:6][CH:7]=1 |f:1.2|. Starting materials: C(C1=CC=CC=C1)N1CC(C(CC1)=O)C (1-benzyl-3-methyl-4-piperidone), C(C)(C)[N-]C(C)C.[Li+] (Lithium diisopropylamide), IC (iodomethane). Product: C(C1=CC=CC=C1)N1CC(C(C(C1)C)=O)C (1-Benzyl-3,5-dimethyl-piperidin-4-one). Reactants: ClC1=CC=NC2=CC=CN=C12 (4-chloro-1,5-naphthyridine), C(C)(C)(C)C1=CC=C(C=C1)CCN (N-[2-[4-(t-butyl)phenyl]ethyl]amine), [OH-].[NH4+] (ammonium hydroxide). Run in O (water). Reaction conditions: temperature 130 celsius, time 30 minute. The product is C(C)(C)(C)C1=CC=C(C=C1)CCNC1=CC=NC2=CC=CN=C12 (N-[2-[4-(t-butyl)phenyl]ethyl]-1,5-naphthyridin-4-amine). The yield is 0.0%. Reaction SMILES: Cl[C:2]1[C:11]2[C:6](=[CH:7][CH:8]=[CH:9][N:10]=2)[N:5]=[CH:4][CH:3]=1.[C:12]([C:16]1[CH:21]=[CH:20][C:19]([CH2:22][CH2:23][NH2:24])=[CH:18][CH:17]=1)([CH3:15])([CH3:14])[CH3:13].[OH-].[NH4+]>O>[C:12]([C:16]1[CH:17]=[CH:18][C:19]([CH2:22][CH2:23][NH:24][C:2]2[C:11]3[C:6](=[CH:7][CH:8]=[CH:9][N:10]=3)[N:5]=[CH:4][CH:3]=2)=[CH:20][CH:21]=1)([CH3:15])([CH3:13])[CH3:14] |f:2.3|. Procedure details: A mixture of 500 mg of 4-chloro-1,5-naphthyridine and 1.0 g of N-[2-[4-(t-butyl)phenyl]ethyl]amine was stirred at 130° C. for 30 minutes. Then a 50/50 mixture of ammonium hydroxide and water was added. The product was extracted into methylene chloride, which was then concentrated. The product was purified by HPLC (silica gel, 20% ethyl acetate/80% pentane). The fractions containing the major product were collected and concentrated giving 0.277 mg of the title product as an oil. Yield 30%. Starting materials: O (water), [H-].[Na+] (sodium hydride), C(#N)CP(OCC)(OCC)=O (diethyl cyanomethylphosphonate), C(CCC)N(C1=CC(=C(C=C1)C=CC1=CC(CC(C1)(C)C)=O)OC)CCCC (3-[2-(4-dibutylamino-2-methoxyphenyl)vinyl]-5,5-dimethyl-2-cyclohexenone). The solvent is O1CCCC1 (tetrahydrofuran), O1CCCC1 (tetrahydrofuran). Run at temperature 50 celsius, time 8 hour. Yields the product C(CCC)N(C1=CC(=C(C=C1)C=CC1=CC(CC(C1)(C)C)=CC#N)OC)CCCC ([3-[2-(4-dibutylamino-2-methoxyphenyl)vinyl]-5,5-dimethyl-2-cyclohexenylidene]acetonitrile). The yield is 82.0%. Reaction SMILES: [H-].[Na+].[C:3]([CH2:5]P(=O)(OCC)OCC)#[N:4].[CH2:14]([N:18]([CH2:38][CH2:39][CH2:40][CH3:41])[C:19]1[CH:24]=[CH:23][C:22]([CH:25]=[CH:26][C:27]2[CH2:32][C:31]([CH3:34])([CH3:33])[CH2:30][C:29](=O)[CH:28]=2)=[C:21]([O:36][CH3:37])[CH:20]=1)[CH2:15][CH2:16][CH3:17].O>O1CCCC1>[CH2:38]([N:18]([CH2:14][CH2:15][CH2:16][CH3:17])[C:19]1[CH:24]=[CH:23][C:22]([CH:25]=[CH:26][C:27]2[CH2:32][C:31]([CH3:34])([CH3:33])[CH2:30][C:29](=[CH:5][C:3]#[N:4])[CH:28]=2)=[C:21]([O:36][CH3:37])[CH:20]=1)[CH2:39][CH2:40][CH3:41] |f:0.1|. Procedure details: To 0.23 g (9.6 mmol) of sodium hydride, 20 ml of tetrahydrofuran was added. To this mixture, 1.39 g (7.85 mmol) of diethyl cyanomethylphosphonate was added dropwise under ice cooling. To the mixture, 1.21 g (3.15 mmol) of 3-[2-(4-dibutylamino-2-methoxyphenyl)vinyl]-5,5-dimethyl-2-cyclohexenone in tetrahydrofuran was added dropwise. After the reaction mixture was stirred at 50° C. overnight, water was added thereto and extraction with ethyl acetate was performed. The extract was washed with a sat... The reactants are CCOC(=O)C=Cc1c(-c2ccccc2)c2ccccc2c(=O)n1C, CC(=O)O, Cl, O. Product: Cn1c(C=CC(=O)O)c(-c2ccccc2)c2ccccc2c1=O. Reaction SMILES: [CH3:1][n:2]1[c:3](=[O:25])[c:4]2[cH:5][cH:6][cH:7][cH:8][c:9]2[c:10](-[c:19]2[cH:20][cH:21][cH:22][cH:23][cH:24]2)[c:11]1[CH:12]=[CH:13][C:14](=[O:15])[O:16][CH2:17][CH3:18].[CH3:26][C:27](=[O:28])[OH:29].[ClH:30].[OH2:31]>>[CH3:1][n:2]1[c:3](=[O:25])[c:4]2[cH:5][cH:6][cH:7][cH:8][c:9]2[c:10](-[c:19]2[cH:20][cH:21][cH:22][cH:23][cH:24]2)[c:11]1[CH:12]=[CH:13][C:14](=[O:15])[OH:16]. Starting materials: COC(=O)c1nccc(Sc2cnc(Nc3ccc(CN(C)C(=O)OC(C)(C)C)cn3)s2)c1F, C1CCOC1, Cl, [Na+], [OH-], O. Product: CN(Cc1ccc(Nc2ncc(Sc3ccnc(C(=O)O)c3F)s2)nc1)C(=O)OC(C)(C)C. RXN SMILES: [C:1]([CH3:2])([CH3:3])([CH3:4])[O:5][C:6](=[O:7])[N:8]([CH3:9])[CH2:10][c:11]1[cH:12][cH:13][c:14]([NH:17][c:18]2[s:19][c:20]([S:23][c:24]3[c:25]([F:34])[c:26]([C:30](=[O:31])[O:32][CH3:33])[n:27][cH:28][cH:29]3)[cH:21][n:22]2)[n:15][cH:16]1.[CH2:39]1[O:40][CH2:41][CH2:42][CH2:43]1.[ClH:38].[Na+:36].[OH-:35].[OH2:37]>>[C:1]([CH3:2])([CH3:3])([CH3:4])[O:5][C:6](=[O:7])[N:8]([CH3:9])[CH2:10][c:11]1[cH:12][cH:13][c:14]([NH:17][c:18]2[s:19][c:20]([S:23][c:24]3[c:25]([F:34])[c:26]([C:30](=[O:31])[OH:32])[n:27][cH:28][cH:29]3)[cH:21][n:22]2)[n:15][cH:16]1. Starting materials: CC(=O)Oc1ccc2cc(C(=O)O)ccc2c1, O. The product is O=C(O)c1ccc2cc(O)ccc2c1. As a reaction SMILES: [C:1](=[O:2])([CH3:3])[O:4][c:5]1[cH:6][c:7]2[cH:8][cH:9][c:10]([C:15](=[O:16])[OH:17])[cH:11][c:12]2[cH:13][cH:14]1.[OH2:18]>>[OH:4][c:5]1[cH:6][c:7]2[cH:8][cH:9][c:10]([C:15](=[O:16])[OH:17])[cH:11][c:12]2[cH:13][cH:14]1.